From a dataset of the Open Reaction Database (ORD), a public repository of structured organic reaction records. describe an organic reaction: reactants, conditions, products, and yield The reactants are BrC1=CC=CC(=N1)S(=O)(=O)OC1=CC=CC=C1 (Phenyl 6-bromo-2-pyridinesulfonate), S1C=C(C=C1)B(O)O (3-thienylboronic acid), ClCCl (dichloromethane). Solvent: C([O-])([O-])=O.[Na+].[Na+] (sodium carbonate), CN1C(CCC1)=O (1-methyl-2-pyrrolidinone), O (water). Conditions: temperature 130 celsius. The product is S1C=C(C=C1)C1=CC=CC(=N1)S(=O)(=O)OC1=CC=CC=C1 (Phenyl 6-(3-thienyl)-2-pyridinesulfonate). Reaction SMILES: Br[C:2]1[N:7]=[C:6]([S:8]([O:11][C:12]2[CH:17]=[CH:16][CH:15]=[CH:14][CH:13]=2)(=[O:10])=[O:9])[CH:5]=[CH:4][CH:3]=1.[S:18]1[CH:22]=[CH:21][C:20](B(O)O)=[CH:19]1.ClCCl>C(=O)([O-])[O-].[Na+].[Na+].CN1CCCC1=O.O>[S:18]1[CH:22]=[CH:21][C:20]([C:2]2[N:7]=[C:6]([S:8]([O:11][C:12]3[CH:17]=[CH:16][CH:15]=[CH:14][CH:13]=3)(=[O:10])=[O:9])[CH:5]=[CH:4][CH:3]=2)=[CH:19]1 |f:3.4.5|. Reported procedure: A mixture of phenyl 6-bromo-2-pyridinesulfonate (D7) (1.0 g, 7.2 mmol), 3-thienylboronic acid (532 mg, 8 mmol), [1,1′-bis(diphenylphosphino)ferrocene]-dichloropalladium (II) complex with dichloromethane (80 mg) in sodium carbonate (2M solution, 5 ml) and 1-methyl-2-pyrrolidinone (8 ml) was heated at 130° C. in a microwave reactor for 5 minutes. The reaction mixture was diluted with water and extracted with ethyl acetate. The organic phase was washed with water, brine, dried over anhydrous magnes... The reactants are O=C1C(CCCCCC1)C(=O)OC (methyl 2-oxocyclooctanecarboxylate), NC=1C=C(C(=O)OC)C=CC1Br (methyl 3-amino-4-bromobenzoate), C(C)O (ethanol), ice, O=S(Cl)Cl (SOCl2). The solvent is petroleum ether, C(C)(=O)OCC (ethyl acetate), CO (methanol), C(C)(=O)O (acetic acid). Conditions: temperature 130 celsius, time 8 hour. Product: BrC1=CC=C(C=2C(C3=C(NC12)CCCCCC3)=O)C(=O)OC (Methyl 4-bromo-12-oxo-5,6,7,8,9,10,11,12-octahydrocycloocta[b]quinoline-1-carboxylate). The yield is 20.8%. As a reaction SMILES: O=[C:2]1[CH2:9][CH2:8][CH2:7][CH2:6][CH2:5][CH2:4][CH:3]1[C:10]([O:12]C)=O.[NH2:14][C:15]1[CH:16]=[C:17]([CH:22]=[CH:23][C:24]=1[Br:25])[C:18]([O:20][CH3:21])=[O:19].C(O)C.O=S(Cl)Cl>CO.C(OCC)(=O)C.C(O)(=O)C>[Br:25][C:24]1[C:15]2[NH:14][C:2]3[CH2:9][CH2:8][CH2:7][CH2:6][CH2:5][CH2:4][C:3]=3[C:10](=[O:12])[C:16]=2[C:17]([C:18]([O:20][CH3:21])=[O:19])=[CH:22][CH:23]=1. Reported procedure: A mixture of methyl 2-oxocyclooctanecarboxylate (32.0 g, 174 mmol), methyl 3-amino-4-bromobenzoate (20.0 g, 87 mmol) and ethanol (120 mL) was heated to reflux, at an oil bath of 130° C., acetic acid (1.5 mL) was added and the mixture was reflux for 1.5 hours. Hot PPA (200 g, 120° C.) was added to the reaction mixture carefully. The reaction mixture was heated at an oil bath of 130° C. for 3 hours. After cooling for a while, ice (200 g), ethyl acetate (60 mL) and petroleum ether (60 mL) were adde...